This data is from the Open Reaction Database (ORD), a public repository of structured organic reaction records. The task is: describe an organic reaction: reactants, conditions, products, and yield As a reaction SMILES: [NH2:1][C:2]([NH2:23])=[N:3][C:4](=[O:22])[C:5]1[CH:10]=[CH:9][C:8]([N:11]2[CH2:16][CH2:15][CH:14]([NH2:17])[CH2:13][CH2:12]2)=[C:7]([S:18]([CH3:21])(=[O:20])=[O:19])[CH:6]=1.[ClH:24]>O>[ClH:24].[ClH:24].[NH2:23][C:2]([NH2:1])=[N:3][C:4](=[O:22])[C:5]1[CH:10]=[CH:9][C:8]([N:11]2[CH2:16][CH2:15][CH:14]([NH2:17])[CH2:13][CH2:12]2)=[C:7]([S:18]([CH3:21])(=[O:19])=[O:20])[CH:6]=1 |f:3.4.5|. Reactants: NC(=NC(C1=CC(=C(C=C1)N1CCC(CC1)N)S(=O)(=O)C)=O)N (N-diaminomethylene-3-methylsulphonyl-4-(4-aminopiperidino)benzamide), Cl (HCl). Solvent: O (water). Reported procedure: 2.5 g of N-diaminomethylene-3-methylsulphonyl-4-(4-aminopiperidino)benzamide (m.p. 239°-241°) are suspended in 75 ml of water, and 14.7 ml of 1N HCl are added, while stirring, to this suspension. After removing the solvent and lyophilizing, N-diaminomethylene-3-methylsulphonyl-4-(4-aminopiperidino)benzamide dihydrochloride is obtained, m.p. >260°. Yields the product Cl.Cl.NC(=NC(C1=CC(=C(C=C1)N1CCC(CC1)N)S(=O)(=O)C)=O)N (N-diaminomethylene-3-methylsulphonyl-4-(4-aminopiperidino)benzamide dihydrochloride). The reactants are CC1(C2CC(C(C12)C(CC)=O)=O)C (rac-(1S,5R)-6,6-dimethyl-2-propionyl-bicyclo[3.1.0]hexan-3-one), C1(=CC=CC=C1)P(C1=CC=CC=C1)C1=CC=CC=C1 (triphenylphosphine), C(Cl)(Cl)Cl (chloroform), C1(=CC=CC=C1)P(C1=CC=CC=C1)C1=CC=CC=C1 (triphenylphosphine). Solvent: C(Cl)(Cl)(Cl)Cl (CCl4). Reaction conditions: time 30 minute. Yields the product ClC(CC)=C1[C@H]2C([C@H]2CC1=O)(C)C ((1R,5S)-2-[1-chloro-propylidene]-6,6-dimethyl-bicyclo[3.1.0]hexan-3-one). RXN SMILES: [CH3:1][C:2]1([CH3:13])[CH:7]2[CH:3]1[CH2:4][C:5](=[O:12])[CH:6]2[C:8](=O)[CH2:9][CH3:10].C1(P(C2C=CC=CC=2)C2C=CC=CC=2)C=CC=CC=1.C(Cl)(Cl)[Cl:34]>C(Cl)(Cl)(Cl)Cl>[Cl:34][C:8](=[C:6]1[C:5](=[O:12])[CH2:4][C@H:3]2[C@@H:7]1[C:2]2([CH3:13])[CH3:1])[CH2:9][CH3:10]. Procedure: To a solution of rac-(1S,5R)-6,6-dimethyl-2-propionyl-bicyclo[3.1.0]hexan-3-one (14.37 g, 80 mmol) in chloroform (145 mL) and CCl4 (53 mL), triphenylphosphine (41.8 g, 160 mmol) is added. The resulting solution is stirred at 60° C. for 75 min before a second portion of triphenylphosphine (4.2 g, 16 mmol) is added. Stirring is continued at 60° C. for 30 min. The solvent is evaporated and the residue is suspended in pentane. The pentane solution is decanted from the brown oily residue. The residue... Starting materials: O (water), O1[C@@]23[C@@]4(C=C[C@H]5[C@@H]6CC[C@H](C(C(OC)OC)C)[C@]6(CC[C@@H]5[C@]4(CC1C2=O)C)C)O3 (4α,5α-diepoxy-21,21-dimethoxy-20-methylpregn-6-en-3-one), solution, C(C)(CC)[BH-](C(C)CC)C(C)CC.[Li+] (lithium tri-sec-butylborohydride), alkylborane, OO (hydrogen peroxide). The solvent is O1CCCC1 (tetrahydrofuran), O1CCCC1 (tetrahydrofuran). Reaction conditions: time 2 hour. The product is COC(C([C@H]1CC[C@H]2[C@@H]3C=C[C@]4(C[C@H](C[C@@H]([C@]4(C)[C@H]3CC[C@]12C)O)O)O)C)OC (21,21-dimethoxy-20-methylpregn-6-ene-1α,3β,5a-triol). Reaction SMILES: O1[CH:24]2[C:25](=[O:26])[C@:2]31[O:29][C@:3]13[C@:22]([CH3:27])([CH2:23]2)[C@@H:21]2[C@H:6]([C@H:7]3[C@:18]([CH3:28])([CH2:19][CH2:20]2)[C@@H:10]([CH:11]([CH3:17])[CH:12]([O:15][CH3:16])[O:13][CH3:14])[CH2:9][CH2:8]3)[CH:5]=[CH:4]1.C([BH-](C(CC)C)C(CC)C)(CC)C.[Li+].[OH2:44].OO>O1CCCC1>[CH3:16][O:15][CH:12]([O:13][CH3:14])[CH:11]([CH3:17])[C@@H:10]1[C@:18]2([CH3:28])[C@H:7]([C@H:6]3[C@H:21]([CH2:20][CH2:19]2)[C@:22]2([CH3:27])[C@:3]([OH:29])([CH2:2][C@@H:25]([OH:26])[CH2:24][C@@H:23]2[OH:44])[CH:4]=[CH:5]3)[CH2:8][CH2:9]1 |f:1.2|. Procedure: In 50 ml of tetrahydrofuran was dissolved 8.5 g of the 1α,2α;4α,5α-diepoxy-21,21-dimethoxy-20-methylpregn-6-en-3-one obtained in Example 76, followed by dropwise addition of 100 ml of a 1.0M solution of lithium tri-sec-butylborohydride in tetrahydrofuran under ice-cooling. After completion of dropwise addition, the mixture was stirred at room temperature for 2 hours. The excess reducing agent was decomposed with water and the residual alkylborane was decomposed with alkaline hydrogen peroxide, f... The reactants are N[C@H](C(=O)C=1OC=CN1)CC ((S)-2-Amino-1-oxazol-2-yl-butan-1-one), FC(OC1=C(C=CC=C1)CCC[C@@H](C(=O)O)[C@@H](C(=O)N1CCOCC1)O)F ((R)-5-(2-Difluoromethoxy-phenyl)-2-((S)-1-hydroxy-2-morpholin-4-yl-2-oxo-ethyl)-pentanoic acid), Cl (hydrochloride), amino. The product is O1C(=NC=C1)C(=O)[C@H](CC)NC([C@H](CCCC1=C(C=CC=C1)OC(F)F)[C@@H](C(=O)N1CCOCC1)O)=O ((R)-5-(2-Difluoromethoxy-phenyl)-2-((S)-1-hydroxy-2-morpholin-4-yl-2-oxo-ethyl)-pentanoic acid[(S)-1-(oxazole-2-carbonyl)-propyl]-amide). RXN SMILES: [NH2:1][C@@H:2]([CH2:10][CH3:11])[C:3]([C:5]1[O:6][CH:7]=[CH:8][N:9]=1)=[O:4].Cl.[F:13][CH:14]([F:39])[O:15][C:16]1[CH:21]=[CH:20][CH:19]=[CH:18][C:17]=1[CH2:22][CH2:23][CH2:24][C@H:25]([C@H:29]([OH:38])[C:30]([N:32]1[CH2:37][CH2:36][O:35][CH2:34][CH2:33]1)=[O:31])[C:26](O)=[O:27]>>[O:6]1[CH:7]=[CH:8][N:9]=[C:5]1[C:3]([C@@H:2]([NH:1][C:26](=[O:27])[C@@H:25]([C@H:29]([OH:38])[C:30]([N:32]1[CH2:37][CH2:36][O:35][CH2:34][CH2:33]1)=[O:31])[CH2:24][CH2:23][CH2:22][C:17]1[CH:18]=[CH:19][CH:20]=[CH:21][C:16]=1[O:15][CH:14]([F:13])[F:39])[CH2:10][CH3:11])=[O:4]. Procedure: It is similarly prepared according to the general procedure for Example 10 using (S)-2-Amino-1-oxazol-2-yl-butan-1-one; hydrochloride as the amino component and (R)-5-(2-Difluoromethoxy-phenyl)-2-((S)-1-hydroxy-2-morpholin-4-yl-2-oxo-ethyl)-pentanoic acid as the acidic component but without further oxidation step. The reactants are N#Cc1cc(Br)cc(Oc2c(Cl)ccc(CBr)c2F)c1, CS(C)=O, CCOC(C)=O, [N-]=[N+]=[N-], [Na+]. The product is N#Cc1cc(Br)cc(Oc2c(Cl)ccc(CN=[N+]=[N-])c2F)c1. RXN SMILES: [Br:1][c:2]1[cH:3][c:4]([C:5]#[N:6])[cH:7][c:8]([O:10][c:11]2[c:12]([F:20])[c:13]([CH2:18][Br:19])[cH:14][cH:15][c:16]2[Cl:17])[cH:9]1.[CH3:25][S:26]([CH3:27])=[O:28].[CH3:29][CH2:30][O:31][C:32]([CH3:33])=[O:34].[N-:22]=[N+:23]=[N-:24].[Na+:21]>>[Br:1][c:2]1[cH:3][c:4]([C:5]#[N:6])[cH:7][c:8]([O:10][c:11]2[c:12]([F:20])[c:13]([CH2:18][N:22]=[N+:23]=[N-:24])[cH:14][cH:15][c:16]2[Cl:17])[cH:9]1. Starting materials: CO (Methanol), C(C)OC(=O)[C@H]1CN(CCC1)CCOCCN(C1=CC=CC=C1)CC(C)C ((R)-1-(2-(2-(N-(2-methyl-1-propyl)-N-phenylamino)ethoxy)ethyl)-3-piperidinecarboxylic acid ethyl ester), Cl[Si](C)(C)C (chlorotrimethylsilane). Solvent: C1(=CC=CC=C1)C (toluene), C1(=CC=CC=C1)C (toluene). Product: Cl.Cl.C(C)OC(=O)[C@H]1CN(CCC1)CCOCCN(C1=CC=CC=C1)CC(C)C ((R)-1-(2-(2-(N-(2-methyl-1-propyl)-N-phenylamino)ethoxy)ethyl)-3-piperidinecarboxylic acid ethyl ester dihydrochloride). The yield is 65.7%. RXN SMILES: [CH2:1]([O:3][C:4]([C@@H:6]1[CH2:11][CH2:10][CH2:9][N:8]([CH2:12][CH2:13][O:14][CH2:15][CH2:16][N:17]([CH2:24][CH:25]([CH3:27])[CH3:26])[C:18]2[CH:23]=[CH:22][CH:21]=[CH:20][CH:19]=2)[CH2:7]1)=[O:5])[CH3:2].[Cl:28][Si](C)(C)C.CO>C1(C)C=CC=CC=1>[ClH:28].[ClH:28].[CH2:1]([O:3][C:4]([C@@H:6]1[CH2:11][CH2:10][CH2:9][N:8]([CH2:12][CH2:13][O:14][CH2:15][CH2:16][N:17]([CH2:24][CH:25]([CH3:26])[CH3:27])[C:18]2[CH:23]=[CH:22][CH:21]=[CH:20][CH:19]=2)[CH2:7]1)=[O:5])[CH3:2] |f:4.5.6|. Procedure: To a solution of the above ester (8.0 g, 21 mmol) in anhydrous toluene (30 ml) was added a solution of chlorotrimethylsilane (4.6 g, 42 mmol) in anhydrous toluene (10 ml). Methanol (1.7 ml, 42 mmol) was carefully added and the resulting mixture left for crystallisation to give 6.2 g of (R)-1-(2-(2-(N-(2-methyl-1-propyl)-N-phenylamino)ethoxy)ethyl)-3-piperidinecarboxylic acid ethyl ester dihydrochloride. The solvent is C1(=CC=CC=C1)C (toluene). Reagents/catalysts: C(C)N(CC)CC (triethylamine). RXN SMILES: [Cl:1][C:2]1[C:7]([O:8][CH:9]([CH3:11])[CH3:10])=[CH:6][C:5]([N:12]=[C:13]=[S:14])=[C:4]([F:15])[CH:3]=1.[CH2:16]([O:18][C:19]([N:21]1[CH2:26][CH2:25][CH2:24][CH2:23][NH:22]1)=[O:20])[CH3:17].O>C(N(CC)CC)C.C1(C)C=CC=CC=1>[Cl:1][C:2]1[C:7]([O:8][CH:9]([CH3:10])[CH3:11])=[CH:6][C:5]([NH:12][C:13](=[S:14])[N:22]2[CH2:23][CH2:24][CH2:25][CH2:26][N:21]2[C:19]([O:18][CH2:16][CH3:17])=[O:20])=[C:4]([F:15])[CH:3]=1. The reactants are ClC1=CC(=C(C=C1OC(C)C)N=C=S)F (4-Chloro-2-fluoro-5-(1-methylethoxy)phenyl isothiocyanate), C(C)OC(=O)N1NCCCC1 (2-ethoxycarbonyl-3,4,5,6-tetrahydro-(1H,2H)-pyridazine), O (Water), resultant mixture. Product: ClC1=CC(=C(C=C1OC(C)C)NC(N1N(CCCC1)C(=O)OCC)=S)F (ethyl 2-(4-chloro-2fluoro-5-(1-methylethoxy)phenylaminothioxomethyl)-3,4,5,6-tetrahydro-1(2H) pyridazine carboxylate). Reported procedure: 4-Chloro-2-fluoro-5-(1-methylethoxy)phenyl isothiocyanate (2.8 g) was added to a solution of 2-ethoxycarbonyl-3,4,5,6-tetrahydro-(1H,2H)-pyridazine (1.8 g) and several drops of triethylamine in toluene (5 ml), and the resultant mixture was stirred at 25° C. overnight. Water was added to the mixture, which was then extracted with toluene. The toluene layer was washed with water, dried and concentrated.The residue was purified by silica gel column chromatography to give 2 of ethyl 2-(4-chloro-2flu...